Dataset: the Open Reaction Database (ORD), a public repository of structured organic reaction records. Task: describe an organic reaction: reactants, conditions, products, and yield Reactants: C1=CC=CC=2C3=CC=CC=C3C(C12)COC(=O)NCCNC[C@H]1NC([C@H]1NC(\C(\C=1N=C(SC1)NC(=O)OC(C)(C)C)=N/OC(C(=O)OC(C)(C)C)(C)C)=O)=O (tert-butyl 2-(((Z)-(2-(((2R,3S)-2-(((2-((((9H-fluoren-9-yl)methoxy)carbonyl)amino)ethyl)amino)methyl)-4-oxoazetidin-3-yl)amino)-1-(2-((tert-butoxycarbonyl)amino)thiazol-4-yl)-2-oxoethylidene)amino)oxy)-2-methylpropanoate), N1CCCCC1 (piperidine). Run in C1(=CC=CC=C1)C (toluene), CN(C)C=O (DMF). Conditions: time 1 hour. Product: NCCNC[C@H]1NC([C@H]1NC(\C(\C=1N=C(SC1)NC(=O)OC(C)(C)C)=N/OC(C(=O)OC(C)(C)C)(C)C)=O)=O (tert-Butyl 2-(((Z)-(2-(((2R,3S)-2-(((2-aminoethyl)amino)methyl)-4-oxoazetidin-3-yl)amino)-1-(2-((tert-butoxycarbonyl)amino)thiazol-4-yl)-2-oxoethylidene)amino)oxy)-2-methylpropanoate). Isolated yield 76.1%. As a reaction SMILES: C1C2C(COC([NH:18][CH2:19][CH2:20][NH:21][CH2:22][C@@H:23]3[C@H:26]([NH:27][C:28](=[O:55])/[C:29](=[N:43]\[O:44][C:45]([CH3:54])([CH3:53])[C:46]([O:48][C:49]([CH3:52])([CH3:51])[CH3:50])=[O:47])/[C:30]4[N:31]=[C:32]([NH:35][C:36]([O:38][C:39]([CH3:42])([CH3:41])[CH3:40])=[O:37])[S:33][CH:34]=4)[C:25](=[O:56])[NH:24]3)=O)C3C(=CC=CC=3)C=2C=CC=1.N1CCCCC1>CN(C=O)C.C1(C)C=CC=CC=1>[NH2:18][CH2:19][CH2:20][NH:21][CH2:22][C@@H:23]1[C@H:26]([NH:27][C:28](=[O:55])/[C:29](=[N:43]\[O:44][C:45]([CH3:54])([CH3:53])[C:46]([O:48][C:49]([CH3:52])([CH3:51])[CH3:50])=[O:47])/[C:30]2[N:31]=[C:32]([NH:35][C:36]([O:38][C:39]([CH3:42])([CH3:41])[CH3:40])=[O:37])[S:33][CH:34]=2)[C:25](=[O:56])[NH:24]1. Procedure: A solution of tert-butyl 2-(((Z)-(2-(((2R,3S)-2-(((2-((((9H-fluoren-9-yl)methoxy)carbonyl)amino)ethyl)amino)methyl)-4-oxoazetidin-3-yl)amino)-1-(2-((tert-butoxycarbonyl)amino)thiazol-4-yl)-2-oxoethylidene)amino)oxy)-2-methylpropanoate (435 mg, 0.549 mmol) in DMF (2.75 mL) was treated with piperidine (1.1 mL, 11 mmol). After stirring at rt for 1 h it was diluted with toluene and concentrated (3×). The crude residue was purified by reverse phase prep HPLC (XSelect CSH, 19×100 mm, 5 μm, C18 column;... The solvent is C1CCOC1 (THF). Conditions: time 3 hour. The reactants are ClC=1C=C(C#N)C=C(C1NCCC)Br (3-chloro-5-bromo-4-(propylamino)-benzonitrile), [H-].[Al+3].[Li+].[H-].[H-].[H-] (lithium aluminum hydride), O.O.O.O.O.O.O.O.O.O.S(=O)(=O)([O-])[O-].[Na+].[Na+] (sodium sulfate decahydrate). Procedure: Step AR3. To crude 3-chloro-5-bromo-4-(propylamino)-benzonitrile (450 mg, 1.65 mg) in dry THF (15 mL) was added lithium aluminum hydride (200 mg, 5.3 mmol) in portion. After stirred at RT for 3 hours, sodium sulfate decahydrate (1.7 g, 5.3 mmol) was added in portion and the mixture was stirred for 30 minutes. The solid was filtered off and the filtration was added to a silicon gel column and trapped there for 24 hours. Flash chromatography with DCM, then 20% MeOH in DCM, then 50% MeOH in DCM gav... The yield is 26.5%. The product is ClC=1C=C(CN)C=C(C1NCCC)Br (3-chloro-5-bromo-4-(propylamino)-benzylamine). RXN SMILES: [Cl:1][C:2]1[CH:3]=[C:4]([CH:7]=[C:8]([Br:14])[C:9]=1[NH:10][CH2:11][CH2:12][CH3:13])[C:5]#[N:6].[H-].[Al+3].[Li+].[H-].[H-].[H-].O.O.O.O.O.O.O.O.O.O.S([O-])([O-])(=O)=O.[Na+].[Na+]>C1COCC1>[Cl:1][C:2]1[CH:3]=[C:4]([CH:7]=[C:8]([Br:14])[C:9]=1[NH:10][CH2:11][CH2:12][CH3:13])[CH2:5][NH2:6] |f:1.2.3.4.5.6,7.8.9.10.11.12.13.14.15.16.17.18.19|. Reactants: COC=1CCCCC(N1)CC1=CC(=NO1)C(F)(F)F (3,4,5,6-tetrahydro-7-methoxy-2-[[3-(trifluoromethyl)isoxazol-5-yl]methyl]-2H-azepine), [Cl-].[NH4+] (ammonium chloride). Product: Cl.FC(C1=NOC(=C1)CC1CCCCC(N1)=N)(F)F (hexahydro-7- [[3-(trifluoromethyl) isoxazol-5-yl]methyl]-2H-azepin-2-imine, monohydrochloride). RXN SMILES: CO[C:3]1[CH2:4][CH2:5][CH2:6][CH2:7][CH:8]([CH2:10][C:11]2[O:15][N:14]=[C:13]([C:16]([F:19])([F:18])[F:17])[CH:12]=2)[N:9]=1.[Cl-:20].[NH4+:21]>>[ClH:20].[F:17][C:16]([F:19])([F:18])[C:13]1[CH:12]=[C:11]([CH2:10][CH:8]2[NH:9][C:3](=[NH:21])[CH2:4][CH2:5][CH2:6][CH2:7]2)[O:15][N:14]=1 |f:1.2,3.4|. Reported procedure: The title product of Example 120 is reacted with ammonium chloride by the method of Example 5 to generate the title compound. The reactants are [H-].[Na+] (NaH), C1(=CC=CC=C1)N1C(NC2=C1C=CC=C2)=O (1-phenylbenzimidazolin-2-one), COC(CCCCCCCCCCBr)=O (11-bromoundecanoic acid methyl ester). The solvent is CN(C)C=O (DMF). Product: COC(CCCCCCCCCCN1C(N(C2=C1C=CC=C2)C2=CC=CC=C2)=O)=O (11-(2-Oxo-3-phenyl-benzimidazolin-1-yl)-undecanoic acid methyl ester). As a reaction SMILES: [H-].[Na+].[C:3]1([N:9]2[C:13]3[CH:14]=[CH:15][CH:16]=[CH:17][C:12]=3[NH:11][C:10]2=[O:18])[CH:8]=[CH:7][CH:6]=[CH:5][CH:4]=1.[CH3:19][O:20][C:21](=[O:33])[CH2:22][CH2:23][CH2:24][CH2:25][CH2:26][CH2:27][CH2:28][CH2:29][CH2:30][CH2:31]Br>CN(C=O)C>[CH3:19][O:20][C:21](=[O:33])[CH2:22][CH2:23][CH2:24][CH2:25][CH2:26][CH2:27][CH2:28][CH2:29][CH2:30][CH2:31][N:11]1[C:12]2[CH:17]=[CH:16][CH:15]=[CH:14][C:13]=2[N:9]([C:3]2[CH:4]=[CH:5][CH:6]=[CH:7][CH:8]=2)[C:10]1=[O:18] |f:0.1|. Reported procedure: The product is produced as described in example 1 from 1.3 g. of NaH (80% suspension in mineral oil), 10 g. of 1-phenylbenzimidazolin-2-one, 200 cc. of DMF, 13.3 g. of 11-bromoundecanoic acid methyl ester and 1.3 g. of NaJ. Eluant in chromatographic purification: hexane/ethylacetate. Starting materials: CC(=O)[O-], CC(=O)[O-], CC(C)(C)[O-], Cc1ccccc1, c1ccc(-c2ccccc2P(C2CCCCC2)C2CCCCC2)cc1, Clc1cccc(Cl)c1Cc1nc2c(Cl)ncnc2s1, Nc1ccc(C(F)(F)F)cn1, [Na+], [Pd+2]. Product: FC(F)(F)c1ccc(Nc2ncnc3sc(Cc4c(Cl)cccc4Cl)nc23)nc1. As a reaction SMILES: [C:69]([O-:70])(=[O:71])[CH3:72].[C:74]([O-:75])(=[O:76])[CH3:77].[CH3:56][C:57]([CH3:58])([O-:59])[CH3:60].[CH3:62][c:63]1[cH:64][cH:65][cH:66][cH:67][cH:68]1.[CH:20]1([P:21]([CH:22]2[CH2:23][CH2:24][CH2:25][CH2:26][CH2:27]2)[c:28]2[cH:29][cH:30][cH:31][cH:32][c:33]2-[c:34]2[cH:35][cH:36][cH:37][cH:38][cH:39]2)[CH2:40][CH2:41][CH2:42][CH2:43][CH2:44]1.[Cl:1][c:2]1[c:3]2[c:4]([n:5][cH:6][n:7]1)[s:8][c:9]([CH2:11][c:12]1[c:13]([Cl:19])[cH:14][cH:15][cH:16][c:17]1[Cl:18])[n:10]2.[F:45][C:46]([c:47]1[cH:48][cH:49][c:50]([NH2:53])[n:51][cH:52]1)([F:54])[F:55].[Na+:61].[Pd+2:73]>>[c:2]1([NH:53][c:50]2[cH:49][cH:48][c:47]([C:46]([F:45])([F:54])[F:55])[cH:52][n:51]2)[c:3]2[c:4]([n:5][cH:6][n:7]1)[s:8][c:9]([CH2:11][c:12]1[c:13]([Cl:19])[cH:14][cH:15][cH:16][c:17]1[Cl:18])[n:10]2.